Dataset: the Open Reaction Database (ORD), a public repository of structured organic reaction records. Task: describe an organic reaction: reactants, conditions, products, and yield Reactants: O=C1CCC(=O)N1Br, O=C([O-])[O-], CC#N, Fc1cccc(NCc2ccccc2Cl)n1, [K+], [K+]. Yields the product Fc1nc(NCc2ccccc2Cl)ccc1Br. As a reaction SMILES: [Br:17][N:18]1[C:19](=[O:20])[CH2:21][CH2:22][C:23]1=[O:24].[C:25](=[O:26])([O-:27])[O-:28].[CH3:31][C:32]#[N:33].[Cl:1][c:2]1[c:3]([CH2:4][NH:5][c:6]2[n:7][c:8]([F:12])[cH:9][cH:10][cH:11]2)[cH:13][cH:14][cH:15][cH:16]1.[K+:29].[K+:30]>>[Cl:1][c:2]1[c:3]([CH2:4][NH:5][c:6]2[n:7][c:8]([F:12])[c:9]([Br:17])[cH:10][cH:11]2)[cH:13][cH:14][cH:15][cH:16]1. The reactants are O=C1CNC(=O)N1CCCOCc1ccccc1, CO. The product is O=C1CNC(=O)N1CCCO. RXN SMILES: [CH2:1]([c:2]1[cH:3][cH:4][cH:5][cH:6][cH:7]1)[O:8][CH2:9][CH2:10][CH2:11][N:12]1[C:13](=[O:18])[NH:14][CH2:15][C:16]1=[O:17].[CH3:19][OH:20]>>[OH:8][CH2:9][CH2:10][CH2:11][N:12]1[C:13](=[O:18])[NH:14][CH2:15][C:16]1=[O:17]. Reactants: C1CCOC1, F, COC1Cc2ccccc2C1Nc1cc(OC2CC(CN(C(=O)OC(C)(C)C)S(N)(=O)=O)C(O[Si](C)(C)C(C)(C)C)C2)ncn1, c1ccncc1, c1ccncc1. Product: COC1Cc2ccccc2C1Nc1cc(OC2CC(O)C(CN(C(=O)OC(C)(C)C)S(N)(=O)=O)C2)ncn1. As a reaction SMILES: [CH2:46]1[O:47][CH2:48][CH2:49][CH2:50]1.[FH:51].[NH2:1][S:2](=[O:3])(=[O:4])[N:5]([C:6]([O:7][C:8]([CH3:9])([CH3:10])[CH3:11])=[O:12])[CH2:13][CH:14]1[CH:15]([O:38][Si:39]([C:40]([CH3:41])([CH3:42])[CH3:43])([CH3:44])[CH3:45])[CH2:16][CH:17]([O:19][c:20]2[n:21][cH:22][n:23][c:24]([NH:26][CH:27]3[CH:28]([O:36][CH3:37])[CH2:29][c:30]4[cH:31][cH:32][cH:33][cH:34][c:35]43)[cH:25]2)[CH2:18]1.[cH:58]1[cH:59][cH:60][n:61][cH:62][cH:63]1.[n:52]1[cH:53][cH:54][cH:55][cH:56][cH:57]1>>[NH2:1][S:2](=[O:3])(=[O:4])[N:5]([C:6]([O:7][C:8]([CH3:9])([CH3:10])[CH3:11])=[O:12])[CH2:13][CH:14]1[CH:15]([OH:38])[CH2:16][CH:17]([O:19][c:20]2[n:21][cH:22][n:23][c:24]([NH:26][CH:27]3[CH:28]([O:36][CH3:37])[CH2:29][c:30]4[cH:31][cH:32][cH:33][cH:34][c:35]43)[cH:25]2)[CH2:18]1. The reactants are C=CCOCC1(c2ccc(C#N)cc2)NC(=O)N(c2ccc(C#N)c(C(F)(F)F)c2)C1=O, O=C([O-])[O-], CI, [K+], [K+], CN(C)C=O. Yields the product C=CCOCC1(c2ccc(C#N)cc2)C(=O)N(c2ccc(C#N)c(C(F)(F)F)c2)C(=O)N1C. As a reaction SMILES: [C:1](#[N:2])[c:3]1[cH:4][cH:5][c:6]([C:9]2([CH2:28][O:29][CH2:30][CH:31]=[CH2:32])[NH:10][C:11](=[O:27])[N:12]([c:15]3[cH:16][c:17]([C:23]([F:24])([F:25])[F:26])[c:18]([C:19]#[N:20])[cH:21][cH:22]3)[C:13]2=[O:14])[cH:7][cH:8]1.[C:33](=[O:34])([O-:35])[O-:36].[CH3:39][I:40].[K+:37].[K+:38].[O:41]=[CH:42][N:43]([CH3:44])[CH3:45]>>[C:1](#[N:2])[c:3]1[cH:4][cH:5][c:6]([C:9]2([CH2:28][O:29][CH2:30][CH:31]=[CH2:32])[N:10]([CH3:33])[C:11](=[O:27])[N:12]([c:15]3[cH:16][c:17]([C:23]([F:24])([F:25])[F:26])[c:18]([C:19]#[N:20])[cH:21][cH:22]3)[C:13]2=[O:14])[cH:7][cH:8]1. Reactants: C(C)OC(=O)C1CCOCC1 (tetrahydropyran-4-carboxylic acid ethyl ester), C(C)(C)[N-]C(C)C.[Li+] (lithium diisopropylamide), N-butyl lithium, C(C)(C)NC(C)C (diisopropylamine), ICI (diiodomethane). Run in O1CCCC1 (tetrahydrofuran), Cl (hydrochloric acid), hexanes, O1CCCC1 (tetrahydrofuran). Reaction conditions: time 20 minute. The product is C(C)(C)[N-]C(C)C.[Li+] (Lithium diisopropylamide), C(C)OC(=O)C1(CCOCC1)CI (4-(iodomethyl)tetrahydropyran-4-carboxylic acid ethyl ester). As a reaction SMILES: [CH:1]([NH:4][CH:5]([CH3:7])[CH3:6])([CH3:3])[CH3:2].[CH2:8]([O:10][C:11]([CH:13]1[CH2:18][CH2:17][O:16][CH2:15][CH2:14]1)=[O:12])[CH3:9].C([N-]C(C)C)(C)C.[Li+:26].[I:27][CH2:28]I>O1CCCC1.Cl>[CH:1]([N-:4][CH:5]([CH3:7])[CH3:6])([CH3:3])[CH3:2].[Li+:26].[CH2:8]([O:10][C:11]([C:13]1([CH2:28][I:27])[CH2:18][CH2:17][O:16][CH2:15][CH2:14]1)=[O:12])[CH3:9] |f:2.3,7.8|. Procedure: Lithium diisopropylamide was prepared by the addition of 2.5M N-butyl lithium (5.6 mL, 13.9 mmol) in hexanes to a solution of diisopropylamine (1.95 mL, 13.9 mmmol) in tetrahydrofuran (30 mL) at 0° C. with stirring for 20 minutes. Then a solution of tetrahydropyran-4-carboxylic acid ethyl ester (2 g, 12.7 mmol) in tetrahydrofuran (8 mL) was added to the solution of lithium diisopropylamide at a temperature of -78° C. over 15 minutes. The resulting solution was stirred an additional 50 minutes, a... Starting materials: O (water), Cl (hydrogen chloride), C(C1=CC=CC=C1)(C1=CC=CC=C1)=NC(C#N)CC1=CC(=NC=C1)Cl (2-(benzhydrylidene-amino)-3-(2-chloro-pyridin-4-yl)-propionitrile). Run in C(C)O (ethanol), CO (methanol), C(C)O (ethanol). Reaction conditions: time 20 minute. The product is NC(C#N)CC1=CC(=NC=C1)Cl (2-amino-3-(2-chloro-pyridin-4-yl)-propionitrile), powder. Yield: 82.0%. As a reaction SMILES: O.Cl.C(=[N:16][CH:17]([CH2:20][C:21]1[CH:26]=[CH:25][N:24]=[C:23]([Cl:27])[CH:22]=1)[C:18]#[N:19])(C1C=CC=CC=1)C1C=CC=CC=1>C(O)C.CO>[NH2:16][CH:17]([CH2:20][C:21]1[CH:26]=[CH:25][N:24]=[C:23]([Cl:27])[CH:22]=1)[C:18]#[N:19]. Procedure details: To a solution of ethanol (20 mL), water (0.08 mL, 4 mmol), hydrogen chloride (10.8 mL, 1M in diethylether) was added a solution of 2-(benzhydrylidene-amino)-3-(2-chloro-pyridin-4-yl)-propionitrile (1.50 g, 4 mmol) in ethanol (15 mL) and methanol (5 mL). The reaction was stirred for 20 minutes, then concentrated to one third volume. The crude residue was triturated with hexane (20 mL), ethanol (10 mL), three 30 mL portions of hexane:ether (4:1 vol:vol) and three 30 mL portions of hexane. The prec... Reactants: C1CCNC1, CCOCC, Cl, O=Cc1ccc(O)c2ccccc12. The product is Oc1ccc(CN2CCCC2)c2ccccc12. RXN SMILES: [CH2:1]1[CH2:2][CH2:3][NH:4][CH2:5]1.[CH3:20][CH2:21][O:22][CH2:23][CH3:24].[ClH:19].[OH:6][c:7]1[cH:8][cH:9][c:10]([CH:17]=[O:18])[c:11]2[cH:12][cH:13][cH:14][cH:15][c:16]12>>[CH2:1]1[CH2:2][CH2:3][N:4]([CH2:17][c:10]2[cH:9][cH:8][c:7]([OH:6])[c:16]3[c:11]2[cH:12][cH:13][cH:14][cH:15]3)[CH2:5]1. Starting materials: C1(=CC=CC=C1)C1C(C1)C(=O)N=C=S (2-Phenyl-1-cyclopropanecarbonyl isothiocyanate), C1(=CC=CC=C1)C1C(C1)C(=O)Cl (2-phenyl-1-cyclopropanecarbonyl chloride), COC=1C=C2C(=CC=NC2=CC1OC)OC1=C(C=C(N)C=C1)F (4-[(6,7-Dimethoxy-4-quinolyl)oxy]-3-fluoroaniline), C1(=CC=CC=C1)C (toluene). The solvent is C(C)O (ethanol), C(C)O (ethanol). Run at time 2 hour. The product is C1(=CC=CC=C1)C1C(C1)C(=O)N=C=S (2-Phenyl-1-cyclopropanecarbonyl isothiocyanate), COC=1C=C2C(=CC=NC2=CC1OC)OC1=C(C=C(C=C1)NC(=S)NC(=O)C1C(C1)C1=CC=CC=C1)F (N-{4-[(6,7-Dimethoxy-4-quinolyl)oxy]-3-fluorophenyl}-N′-[(2-phenylcyclopropyl)carbonyl]thiourea). Isolated yield 62.0%. As a reaction SMILES: C1(C2CC2C(Cl)=O)C=CC=CC=1.[C:13]1([CH:19]2[CH2:21][CH:20]2[C:22]([N:24]=[C:25]=[S:26])=[O:23])[CH:18]=[CH:17][CH:16]=[CH:15][CH:14]=1.[CH3:27][O:28][C:29]1[CH:30]=[C:31]2[C:36](=[CH:37][C:38]=1[O:39][CH3:40])[N:35]=[CH:34][CH:33]=[C:32]2[O:41][C:42]1[CH:48]=[CH:47][C:45]([NH2:46])=[CH:44][C:43]=1[F:49].C1(C)C=CC=CC=1>C(O)C>[C:13]1([CH:19]2[CH2:21][CH:20]2[C:22]([N:24]=[C:25]=[S:26])=[O:23])[CH:18]=[CH:17][CH:16]=[CH:15][CH:14]=1.[CH3:27][O:28][C:29]1[CH:30]=[C:31]2[C:36](=[CH:37][C:38]=1[O:39][CH3:40])[N:35]=[CH:34][CH:33]=[C:32]2[O:41][C:42]1[CH:48]=[CH:47][C:45]([NH:46][C:25]([NH:24][C:22]([CH:20]2[CH2:21][CH:19]2[C:13]2[CH:18]=[CH:17][CH:16]=[CH:15][CH:14]=2)=[O:23])=[S:26])=[CH:44][C:43]=1[F:49]. Reported procedure: 2-Phenyl-1-cyclopropanecarbonyl isothiocyanate was prepared using commercially available 2-phenyl-1-cyclopropanecarbonyl chloride (80 mg) as a starting compound according to the description of the literature. 2-Phenyl-1-cyclopropanecarbonyl isothiocyanate was dissolved in ethanol (1 ml) to prepare a solution. 4-[(6,7-Dimethoxy-4-quinolyl)oxy]-3-fluoroaniline (50 mg), toluene (5 ml), and ethanol (1 ml) were added to the solution, and the mixture was stirred at room temperature for 2 hr. The react...